Dataset: the Open Reaction Database (ORD), a public repository of structured organic reaction records. Task: describe an organic reaction: reactants, conditions, products, and yield The reactants are CCCC(=O)[O-], N#CCc1ccc(Cl)cc1, O=C(Cl)c1ccccc1C(F)(F)F, [K], C1CCOC1, O. Product: N#CC(=C(O)c1ccccc1C(F)(F)F)c1ccc(Cl)cc1. As a reaction SMILES: [CH3:25][CH2:26][CH2:27][C:28](=[O:29])[O-:30].[Cl:1][c:2]1[cH:3][cH:4][c:5]([CH2:6][C:7]#[N:8])[cH:9][cH:10]1.[F:11][C:12]([c:13]1[c:14]([C:15](=[O:16])[Cl:17])[cH:18][cH:19][cH:20][cH:21]1)([F:22])[F:23].[K:24].[O:32]1[CH2:33][CH2:34][CH2:35][CH2:36]1.[OH2:31]>>[Cl:1][c:2]1[cH:3][cH:4][c:5]([C:6]([C:7]#[N:8])=[C:15]([c:14]2[c:13]([C:12]([F:11])([F:22])[F:23])[cH:21][cH:20][cH:19][cH:18]2)[OH:16])[cH:9][cH:10]1. The reactants are FC(C(=O)OCC)CCCCCC (ethyl 2-fluorooctanoate), [OH-].[Na+] (sodium hydroxide), P(=O)([O-])([O-])[O-] (phosphate), F[C@H](C(=O)OCC)CCCCCC (ethyl (S)-(-)-2-fluorooctanoate). Run in O (water). Product: F[C@@H](C(=O)OCC)CCCCCC (Ethyl (R)-(+)-2-fluorooctanoate). Yield: 100.0%. Reaction SMILES: [F:1][CH:2]([CH2:8][CH2:9][CH2:10][CH2:11][CH2:12][CH3:13])[C:3]([O:5][CH2:6][CH3:7])=[O:4].P([O-])([O-])([O-])=O.F[C@@H](CCCCCC)C(OCC)=O.[OH-].[Na+]>O>[F:1][C@H:2]([CH2:8][CH2:9][CH2:10][CH2:11][CH2:12][CH3:13])[C:3]([O:5][CH2:6][CH3:7])=[O:4] |f:3.4|. Procedure details: --Quantities: partially resolved ethyl 2-fluorooctanoate 68 (44 g, 0.23 mol), 0.063M phosphate buffer (pH 7.0) (400 ml), deionised water (400 ml), Pseudomonas lipase (Amano PS) (40 mg). The experimental procedure was as described for compound 66. The hydrolysis was continued until the rate of reaction was almost zero, as indicated by a constant pH with zero addition of alkali (reaction time 5 h, 38 ml of 1M sodium hydroxide solution added i.e. 16% hydrolysis). The mixture was extracted with ethe... RXN SMILES: [CH3:1][O:2][C:3]1[N:8]=[CH:7][C:6]([NH2:9])=[CH:5][CH:4]=1.[S-:10][C:11]#[N:12].[K+].BrBr>C(O)(=O)C>[CH3:1][O:2][C:3]1[N:8]=[C:7]2[S:10][C:11]([NH2:12])=[N:9][C:6]2=[CH:5][CH:4]=1 |f:1.2|. Run in C(C)(=O)O (acetic acid), C(C)(=O)O (acetic acid), C(C)(=O)O (acetic acid). Procedure: A solution of 6-methoxy-pyridin-3-ylamine (5.0 g, 0.0403 mol) in 10 mL of acetic acid is added slowly to a solution of potassium thiocyanate (20 g, 0.205 mol) in 100 mL of acetic acid at 0° C. followed by a solution of bromine (2.5 mL, 0.0488 mol) in 5 mL of acetic acid. The reaction is stirred for 2 h at 0° C. and then allowed to warm to RT. The resulting solid is collected by filtration and washed with acetic acid, then partitioned between ethyl acetate and saturated aqueous sodium bicarbonate... Starting materials: BrBr (bromine), COC1=CC=C(C=N1)N (6-methoxy-pyridin-3-ylamine), [S-]C#N.[K+] (potassium thiocyanate). Yields the product COC1=CC=C2C(=N1)SC(=N2)N (5-methoxy-thiazolo[5,4-b]pyridin-2-ylamine). Conditions: temperature 0 celsius, time 2 hour. Starting materials: FC(C(C)O)(F)F (1,1,1-trifluoro-2-propanol), C[Si](C)(C)[N-][Si](C)(C)C.[Na+] (sodium bis(trimethylsilyl)amide), ClC1=NC=C(C(=O)OC)C(=C1)C(F)(F)F (methyl 6-chloro-4-(trifluoromethyl)nicotinate). The solvent is CCOC(=O)C (EtOAc), C1CCOC1 (THF). Conditions: time 30 minute. The product is FC(C1=CC(=NC=C1C(=O)O)OC(C(F)(F)F)C)(F)F (4-(Trifluoromethyl)-6-(2,2,2-trifluoro-1-methylethoxy)nicotinic acid). Isolated yield 50.7%. As a reaction SMILES: [F:1][C:2]([F:7])([F:6])[CH:3]([OH:5])[CH3:4].C[Si]([N-][Si](C)(C)C)(C)C.[Na+].Cl[C:19]1[CH:28]=[C:27]([C:29]([F:32])([F:31])[F:30])[C:22]([C:23]([O:25]C)=[O:24])=[CH:21][N:20]=1>C1COCC1.CCOC(C)=O>[F:32][C:29]([F:30])([F:31])[C:27]1[C:22]([C:23]([OH:25])=[O:24])=[CH:21][N:20]=[C:19]([O:5][CH:3]([CH3:4])[C:2]([F:7])([F:6])[F:1])[CH:28]=1 |f:1.2|. Procedure details: To a solution of 180 mg (1.56 mmol) of 1,1,1-trifluoro-2-propanol in 10 mL of THF at −78° C. was added 1.56 mL (1.56 mmol) of sodium bis(trimethylsilyl)amide (1.0M in THF). After 30 min at −78° C., 250 mg (1.04 mmol) of methyl 6-chloro-4-(trifluoromethyl)nicotinate was added. The reaction mixture was gradually warmed up to rt and stirred over night. The mixture was diluted with 10 mL of EtOAc and washed with brine. The organic layer was dried over MgSO4 and concentrated. Purification using HPLC ... Starting materials: BrC=1C=NC=2N(C1)N=C(C2)C(=O)O (6-bromo-pyrazolo[1,5-a]pyrimidine-2-carboxylic acid), CC1NCCC2=CC=C(C=C12)[N+](=O)[O-] (1-Methyl-7-nitro-1,2,3,4-tetrahydro-isoquinoline). The product is BrC=1C=NC=2N(C1)N=C(C2)C(=O)N2C(C1=CC(=CC=C1CC2)[N+](=O)[O-])C ((6-Bromo-pyrazolo[1,5-a]pyrimidin-2-yl)-(1-methyl-7-nitro-3,4-dihydro-1H-isoquinolin-2-yl)-methanone). Reaction SMILES: [Br:1][C:2]1[CH:3]=[N:4][C:5]2[N:6]([N:8]=[C:9]([C:11]([OH:13])=O)[CH:10]=2)[CH:7]=1.[CH3:14][CH:15]1[C:24]2[C:19](=[CH:20][CH:21]=[C:22]([N+:25]([O-:27])=[O:26])[CH:23]=2)[CH2:18][CH2:17][NH:16]1>>[Br:1][C:2]1[CH:3]=[N:4][C:5]2[N:6]([N:8]=[C:9]([C:11]([N:16]3[CH2:17][CH2:18][C:19]4[C:24](=[CH:23][C:22]([N+:25]([O-:27])=[O:26])=[CH:21][CH:20]=4)[CH:15]3[CH3:14])=[O:13])[CH:10]=2)[CH:7]=1. Procedure: In close analogy to the procedure described in Example 1, 6-bromo-pyrazolo[1,5-a]pyrimidine-2-carboxylic acid is reacted with 1-Methyl-7-nitro-1,2,3,4-tetrahydro-isoquinoline to provide the title compound in moderate yield. Reactants: NC1=CC(=CC2=C1OCCC21C(NC(S1)=O)=O)F ((±)-8-amino-6-fluoro-2,3-dihydrospiro[4H-1-benzopyran-4,5'-thiazolidine]-2',4'-dione), C(C)N=C=O (ethyl isocyanate). Run in O1CCCC1 (tetrahydrofuran). Conditions: temperature 50 celsius. The product is C(C)NC(=O)NC1=CC(=CC2=C1OCCC21C(NC(S1)=O)=O)F ((±)-1-Ethyl-3-[6-fluoro-2,3-dihydro-2',4'-dioxospiro[4H-1-benzopyran-4,5'-thiazolidin]-8-yl]-urea). RXN SMILES: [NH2:1][C:2]1[C:7]2[O:8][CH2:9][CH2:10][C:11]3([S:15][C:14](=[O:16])[NH:13][C:12]3=[O:17])[C:6]=2[CH:5]=[C:4]([F:18])[CH:3]=1.[CH2:19]([N:21]=[C:22]=[O:23])[CH3:20]>O1CCCC1>[CH2:19]([NH:21][C:22]([NH:1][C:2]1[C:7]2[O:8][CH2:9][CH2:10][C:11]3([S:15][C:14](=[O:16])[NH:13][C:12]3=[O:17])[C:6]=2[CH:5]=[C:4]([F:18])[CH:3]=1)=[O:23])[CH3:20]. Procedure details: 268 mg of (±)-8-amino-6-fluoro-2,3-dihydrospiro[4H-1-benzopyran-4,5'-thiazolidine]-2',4'-dione were stirred in 2 ml of tetrahydrofuran with 100 μl of ethyl isocyanate at room temperature for 2.5 hours and the mixture was subsequently heated to 50° C. for an additional 2 hours. The liquid constituents were removed under reduced pressure, he residue was purified by chromatography on a silica gel column using hexane/ethyl acetate (1:2) for the elution, decolorized with active carbon and recrystalli... Reactants: C1CCOC1, COCCOc1nc(N)c2nc(O)n(Cc3cccc(CO)c3)c2n1, BrP(Br)Br. Product: COCCOc1nc(N)c2nc(O)n(Cc3cccc(CBr)c3)c2n1. Reaction SMILES: [CH2:30]1[O:31][CH2:32][CH2:33][CH2:34]1.[OH:1][CH2:2][c:3]1[cH:4][c:5]([CH2:6][n:7]2[c:8]3[n:9][c:10]([O:18][CH2:19][CH2:20][O:21][CH3:22])[n:11][c:12]([NH2:17])[c:13]3[n:14][c:15]2[OH:16])[cH:23][cH:24][cH:25]1.[P:26]([Br:27])([Br:28])[Br:29]>>[CH2:2]([c:3]1[cH:4][c:5]([CH2:6][n:7]2[c:8]3[n:9][c:10]([O:18][CH2:19][CH2:20][O:21][CH3:22])[n:11][c:12]([NH2:17])[c:13]3[n:14][c:15]2[OH:16])[cH:23][cH:24][cH:25]1)[Br:27]. The reactants are C(C)(C)C=1C(NC(NC1C(C1=CC(=CC(=C1)C)C)=O)=O)=O (5-Isopropyl-6-(3,5-dimethylbenzoyl)-2,4-pyrimidinedione), BrCC=1OC=CC1C(=O)OC (2-bromomethyl-3-methoxycarbonylfurane). Product: COC(=O)C1=C(OC=C1)CN1C(NC(C(=C1C(C1=CC(=CC(=C1)C)C)=O)C(C)C)=O)=O (1-(3-Methoxycarbonyl-2-furanylmethyl)-5-isopropyl-6-(3,5-dimethyl-benzoyl)-2,4-pyrimidinedione). Yield: 39.7%. Reaction SMILES: [CH:1]([C:4]1[C:5](=[O:21])[NH:6][C:7](=[O:20])[NH:8][C:9]=1[C:10](=[O:19])[C:11]1[CH:16]=[C:15]([CH3:17])[CH:14]=[C:13]([CH3:18])[CH:12]=1)([CH3:3])[CH3:2].Br[CH2:23][C:24]1[O:25][CH:26]=[CH:27][C:28]=1[C:29]([O:31][CH3:32])=[O:30]>>[CH3:32][O:31][C:29]([C:28]1[CH:27]=[CH:26][O:25][C:24]=1[CH2:23][N:8]1[C:9]([C:10](=[O:19])[C:11]2[CH:12]=[C:13]([CH3:18])[CH:14]=[C:15]([CH3:17])[CH:16]=2)=[C:4]([CH:1]([CH3:3])[CH3:2])[C:5](=[O:21])[NH:6][C:7]1=[O:20])=[O:30]. Procedure: 5-Isopropyl-6-(3,5-dimethylbenzoyl)-2,4-pyrimidinedione and 2-bromomethyl-3-methoxycarbonylfurane were reacted by the same way with the example 1 to obtain the titled compound (162 mg, yield: 39.7%). Procedure details: (2-Triethoxysilylethyl)divinylcyclohexane was prepared from triethoxysilane and 1,2,4-trivinylcyclohexane using the procedure disclosed in Example 1 of U.S. Pat. No. 7,696,269 for trimethoxysilane and 1,2,4-trivinylcyclohexane. A 5 liter, three-neck round bottomed flask fitted with a heating mantle, mechanical stirrer, addition funnel, Friedrich condenser, nitrogen inlet and thermocouple/temperature controller was charged with 1800 g TVCH (11.1 moles) and 3.6 g of a solution (1 wt % Pt) of Karst... As a reaction SMILES: [CH2:1]([O:3][SiH:4]([O:8][CH2:9][CH3:10])[O:5][CH2:6][CH3:7])[CH3:2].[CH:11]([CH:13]1[CH2:18][CH2:17][CH:16](C=C)[CH2:15][CH:14]1[CH:21]=[CH2:22])=[CH2:12].CO[SiH](OC)OC.[C:30]1([CH3:37])[C:31](C)=[CH:32][CH:33]=[CH:34][CH:35]=1>[Pt]>[CH2:1]([O:3][Si:4]([O:8][CH2:9][CH3:10])([O:5][CH2:6][CH3:7])[CH2:22][CH2:21][CH:14]1[CH2:15][CH2:16][CH2:17][CH2:18][C:13]1([CH:11]=[CH2:12])[CH:30]=[CH2:35])[CH3:2].[CH2:1]([O:3][Si:4]([O:8][CH2:9][CH3:10])([O:5][CH2:6][CH3:7])[CH2:12][CH2:11][CH:13]=[CH:37][CH:30]1[CH2:35][CH2:34][CH2:33][CH2:32][CH2:31]1)[CH3:2].[CH2:1]([O:3][Si:4]([O:8][CH2:9][CH3:10])([O:5][CH2:6][CH3:7])[CH2:12][CH2:11][CH:13]1[CH2:18][CH2:17][CH2:16][CH2:15][CH2:14]1)[CH3:2]. The product is C(C)O[Si](CCC1C(CCCC1)(C=C)C=C)(OCC)OCC ((2-Triethoxysilylethyl)divinylcyclohexane), C(C)O[Si](CCC=CC1CCCCC1)(OCC)OCC ((2-Triethoxysilylethyl)vinylcyclohexane), C(C)O[Si](CCC1CCCCC1)(OCC)OCC ((2-Triethoxysilylethyl)cyclohexane). Reactants: solution, C=1(C(=CC=CC1)C)C (xylene), C(C)O[SiH](OCC)OCC (Triethoxysilane), CO[SiH](OC)OC (trimethoxysilane), SiH Vinyl, C(C)O[SiH](OCC)OCC (triethoxysilane), C(=C)C1C(CC(CC1)C=C)C=C (1,2,4-trivinylcyclohexane), C(=C)C1C(CC(CC1)C=C)C=C (1,2,4-trivinylcyclohexane). Reagents/catalysts: [Pt] (platinum). Conditions: temperature 90 celsius.